This data is from the Open Reaction Database (ORD), a public repository of structured organic reaction records. The task is: describe an organic reaction: reactants, conditions, products, and yield Reactants: CC(=O)OCC(=O)C1(OC(C)=O)CCC2C3CCC4=CC(=O)CCC4(C)C3CCC21C, ClCCl, CC(=O)[O-], [Na+], O=P(Br)(Br)Br. Product: C=C1CC2C(CCC3(C)C2CCC3(OC(C)=O)C(=O)COC(C)=O)C2(C)CCC(=O)C=C12. Reaction SMILES: [C:1]([CH3:2])(=[O:3])[O:4][C:5]1([C:6]([CH2:7][O:8][C:9]([CH3:10])=[O:11])=[O:12])[CH2:13][CH2:14][CH:15]2[CH:16]3[CH2:17][CH2:18][C:19]4=[CH:20][C:21](=[O:31])[CH2:22][CH2:23][C:24]4([CH3:25])[CH:26]3[CH2:27][CH2:28][C:29]12[CH3:30].[CH2:42]([Cl:43])[Cl:44].[CH3:33][C:34](=[O:35])[O-:36].[Na+:32].[P:37]([Br:38])([Br:39])([Br:40])=[O:41]>>[C:1]([CH3:2])(=[O:3])[O:4][C:5]1([C:6]([CH2:7][O:8][C:9]([CH3:10])=[O:11])=[O:12])[CH2:13][CH2:14][CH:15]2[CH:16]3[CH2:17][C:18](=[CH2:33])[C:19]4=[CH:20][C:21](=[O:31])[CH2:22][CH2:23][C:24]4([CH3:25])[CH:26]3[CH2:27][CH2:28][C:29]12[CH3:30]. The reactants are [H-].C(C(C)C)[Al+]CC(C)C (Diisobutylaluminium hydride), COC(CN(C(C)(C)C)C(=O)OC(C)(C)C)=O (N-[(1,1-dimethylethoxy)carbonyl]-N-(1,1-dimethylethyl)glycine methyl ester), Cl (Hydrochloric acid). Solvent: C1(=CC=CC=C1)C (toluene). Run at temperature -78 celsius, time 3 hour. Product: CC(C)(C)N(C(OC(C)(C)C)=O)CC=O (1,1-Dimethylethyl N-(1,1-Dimethylethyl)-N-(2-oxoethyl)carbamate). The yield is 86.4%. RXN SMILES: [H-].C([Al+]CC(C)C)C(C)C.C[O:12][C:13](=O)[CH2:14][N:15]([C:20]([O:22][C:23]([CH3:26])([CH3:25])[CH3:24])=[O:21])[C:16]([CH3:19])([CH3:18])[CH3:17].Cl>C1(C)C=CC=CC=1>[CH3:19][C:16]([N:15]([CH2:14][CH:13]=[O:12])[C:20](=[O:21])[O:22][C:23]([CH3:25])([CH3:24])[CH3:26])([CH3:17])[CH3:18] |f:0.1|. Reported procedure: Diisobutylaluminium hydride (1M in toluene, 3.7 mL, 3.7 mmol) was added to a stirred, cooled (−78° C.) solution of N-[(1,1-dimethylethoxy)carbonyl]-N-(1,1-dimethylethyl)glycine methyl ester (Description 158, 900 mg, 3.7 mmol) in toluene (5 mL) and the mixture was stirred at −78° C. for 3 hours. Hydrochloric acid (1M, 5 mL) was added and the mixture was allowed to warm to room temperature. The mixture was extracted with ethyl acetate (2×40 mL) and the combined organic fractions were washed with b... Reactants: CCOCC, ClC(Cl)Cl, O=Cc1cccc2c(-c3ccccc3)c([N+](=O)[O-])oc12, [Na+], N#C[Na], O, O=S([O-])O, O=S([O-])O. Product: N#CC(O)c1cccc2c(-c3ccccc3)c([N+](=O)[O-])oc12. RXN SMILES: [CH3:38][CH2:39][O:40][CH2:41][CH3:42].[CH:34]([Cl:35])([Cl:36])[Cl:37].[N+:1](=[O:2])([O-:3])[c:4]1[o:5][c:6]2[c:7]([c:8]1-[c:9]1[cH:10][cH:11][cH:12][cH:13][cH:14]1)[cH:15][cH:16][cH:17][c:18]2[CH:19]=[O:20].[Na+:25].[Na:26][C:27]#[N:28].[OH2:33].[S:21](=[O:22])([OH:23])[O-:24].[S:29](=[O:30])([OH:31])[O-:32]>>[N+:1](=[O:2])([O-:3])[c:4]1[o:5][c:6]2[c:7]([c:8]1-[c:9]1[cH:10][cH:11][cH:12][cH:13][cH:14]1)[cH:15][cH:16][cH:17][c:18]2[CH:19]([OH:20])[C:27]#[N:28].